This data is from the Open Reaction Database (ORD), a public repository of structured organic reaction records. The task is: describe an organic reaction: reactants, conditions, products, and yield The reactants are ClC=1C(=CC(=C(N)C1)[N+](=O)[O-])C1=CC=C(C=C1)Cl (5-chloro-4-(4-chlorophenyl)-2-nitroaniline), Cl (hydrogen chloride). The reagents and catalysts are [Zn] (Zn). Run in C(C)O (ethanol). Conditions: temperature 85 celsius, time 4 hour. Yields the product ClC=1C=C(C(=CC1C1=CC=C(C=C1)Cl)N)N (4-chloro-5-(4-chlorophenyl)benzene-1,2-diamine). Isolated yield 81.1%. Reaction SMILES: [Cl:1][C:2]1[C:3]([C:12]2[CH:17]=[CH:16][C:15]([Cl:18])=[CH:14][CH:13]=2)=[CH:4][C:5]([N+:9]([O-])=O)=[C:6]([CH:8]=1)[NH2:7].Cl>C(O)C.[Zn]>[Cl:1][C:2]1[CH:8]=[C:6]([NH2:7])[C:5]([NH2:9])=[CH:4][C:3]=1[C:12]1[CH:13]=[CH:14][C:15]([Cl:18])=[CH:16][CH:17]=1. Procedure: To a solution of 5-chloro-2-nitroaniline (50 g, 289.74 mmol) in AcOH (200 ml) was added NIS (63 g, 280.02 mmol) with stirring overnight at room temperature. Then the solids were collected by filtration and washed with water (50 ml). The solid was dried in an oven under reduced pressure to afford 5-chloro-4-iodo-2-nitroaniline as a yellow solid (70 g, 81%). Next, to a solution of 5-chloro-4-iodo-2-nitroaniline (15 g, 50.26 mmol) in dioxane (200 ml) and water (20 ml) was added (4-chlorophenyl)boro... Reactants: BrC1=C(C=C(C=C1)C(F)(F)F)CO ((2-bromo-5-(trifluoromethyl)phenyl)methanol), C(Br)(Br)(Br)Br (carbon tetrabromide), C1(=CC=CC=C1)P(C1=CC=CC=C1)C1=CC=CC=C1 (Triphenylphosphine). The solvent is C(Cl)Cl (methylene chloride). Reaction conditions: temperature -10 celsius, time 15 minute. Product: BrC1=C(C=C(C=C1)C(F)(F)F)CBr (1-Bromo-2-(bromomethyl)-4-(trifluoromethyl)benzene). Yield: 70.1%. RXN SMILES: [Br:1][C:2]1[CH:7]=[CH:6][C:5]([C:8]([F:11])([F:10])[F:9])=[CH:4][C:3]=1[CH2:12]O.C(Br)(Br)(Br)[Br:15].C1(P(C2C=CC=CC=2)C2C=CC=CC=2)C=CC=CC=1>C(Cl)Cl>[Br:1][C:2]1[CH:7]=[CH:6][C:5]([C:8]([F:11])([F:10])[F:9])=[CH:4][C:3]=1[CH2:12][Br:15]. Procedure: To a solution of (2-bromo-5-(trifluoromethyl)phenyl)methanol (4.7 g, 18 mmol) in methylene chloride (50 mL) at −10° C. was added carbon tetrabromide (CBr4) (7.17 g, 21.6 mmol). The resulting mixture was stirred at −10° C. for 15 minutes. Triphenylphosphine (5.61 g, 21.4 mmol) was then slowly added portion-wise. This mixture was stirred at room temperature for 16 hours. The mixture was partitioned between saturated ammonium chloride (NH4Cl) (50 ml) and methylene chloride (2×50 mL). The combined o... Starting materials: CC(O)CN(C)Cc1ccccc1, C1CCOC1, CCCC[N+](CCCC)(CCCC)CCCC, CCOC(C)=O, CCc1ccc(-c2c(-c3ccccc3)oc3ncnc(Cl)c23)cc1, [H-], [I-], [Na+], O. The product is CCc1ccc(-c2c(-c3ccccc3)oc3ncnc(OC(C)CN(C)Cc4ccccc4)c23)cc1. Reaction SMILES: [CH2:3]([c:4]1[cH:5][cH:6][cH:7][cH:8][cH:9]1)[N:10]([CH2:11][CH:12]([CH3:13])[OH:14])[CH3:15].[CH2:41]1[O:42][CH2:43][CH2:44][CH2:45]1.[CH2:47]([N+:48]([CH2:49][CH2:50][CH2:51][CH3:52])([CH2:53][CH2:54][CH2:55][CH3:56])[CH2:57][CH2:58][CH2:59][CH3:60])[CH2:61][CH2:62][CH3:63].[CH3:64][CH2:65][O:66][C:67](=[O:68])[CH3:69].[Cl:16][c:17]1[c:18]2[c:19]([n:20][cH:21][n:22]1)[o:23][c:24](-[c:34]1[cH:35][cH:36][cH:37][cH:38][cH:39]1)[c:25]2-[c:26]1[cH:27][cH:28][c:29]([CH2:32][CH3:33])[cH:30][cH:31]1.[H-:1].[I-:46].[Na+:2].[OH2:40]>>[CH2:3]([c:4]1[cH:5][cH:6][cH:7][cH:8][cH:9]1)[N:10]([CH2:11][CH:12]([CH3:13])[O:14][c:17]1[c:18]2[c:19]([n:20][cH:21][n:22]1)[o:23][c:24](-[c:34]1[cH:35][cH:36][cH:37][cH:38][cH:39]1)[c:25]2-[c:26]1[cH:27][cH:28][c:29]([CH2:32][CH3:33])[cH:30][cH:31]1)[CH3:15].